Dataset: the Open Reaction Database (ORD), a public repository of structured organic reaction records. Task: describe an organic reaction: reactants, conditions, products, and yield Starting materials: Nc1ccc2c(c1)COCC1CCCN21, CNS(=O)(=O)c1ccccc1Nc1nc(Cl)ncc1Cl. Product: CNS(=O)(=O)c1ccccc1Nc1nc(Nc2ccc3c(c2)COCC2CCCN32)ncc1Cl. Reaction SMILES: [CH2:21]1[CH2:22][CH2:23][CH:24]2[CH2:25][O:26][CH2:27][c:28]3[c:29]([cH:31][cH:32][c:33]([NH2:35])[cH:34]3)[N:30]12.[Cl:1][c:2]1[n:3][cH:4][c:5]([Cl:20])[c:6]([NH:8][c:9]2[c:10]([S:15](=[O:16])(=[O:17])[NH:18][CH3:19])[cH:11][cH:12][cH:13][cH:14]2)[n:7]1>>[c:2]1([NH:35][c:33]2[cH:32][cH:31][c:29]3[c:28]([cH:34]2)[CH2:27][O:26][CH2:25][CH:24]2[CH2:23][CH2:22][CH2:21][N:30]23)[n:3][cH:4][c:5]([Cl:20])[c:6]([NH:8][c:9]2[c:10]([S:15](=[O:16])(=[O:17])[NH:18][CH3:19])[cH:11][cH:12][cH:13][cH:14]2)[n:7]1. Reactants: Cl (hydrogen chloride), C(C)(=O)N1[C@H](CCC2=C(C(=CC=C12)C1CCN(CC1)C(=O)OC(C)(C)C)OCCC)C ((S)-tert-butyl 4-(1-acetyl-2-methyl-5-propoxy-1,2,3,4-tetrahydroquinolin-6-yl)piperidine-1-carboxylate). The solvent is O1CCOCC1 (1,4-dioxane), C(C)OCC (diethyl ether). Conditions: time 3 hour. Yields the product hydrochloride salt, C[C@@H]1N(C2=CC=C(C(=C2CC1)OCCC)C1CCNCC1)C(C)=O ((S)-1-(2-methyl-6-(piperidin-4-yl)-5-propoxy-3,4-dihydroquinolin-1(2H)-yl)ethan-1-one). Reaction SMILES: Cl.[C:2]([N:5]1[C:14]2[C:9](=[C:10]([O:28][CH2:29][CH2:30][CH3:31])[C:11]([CH:15]3[CH2:20][CH2:19][N:18](C(OC(C)(C)C)=O)[CH2:17][CH2:16]3)=[CH:12][CH:13]=2)[CH2:8][CH2:7][C@@H:6]1[CH3:32])(=[O:4])[CH3:3]>O1CCOCC1.C(OCC)C>[CH3:32][C@H:6]1[CH2:7][CH2:8][C:9]2[C:14](=[CH:13][CH:12]=[C:11]([CH:15]3[CH2:20][CH2:19][NH:18][CH2:17][CH2:16]3)[C:10]=2[O:28][CH2:29][CH2:30][CH3:31])[N:5]1[C:2](=[O:4])[CH3:3]. Reported procedure: A solution of hydrogen chloride (4.0 N in 1,4-dioxane, 1.4 mL, 5.6 mmol) was added to a solution of (S)-tert-butyl 4-(1-acetyl-2-methyl-5-propoxy-1,2,3,4-tetrahydroquinolin-6-yl)piperidine-1-carboxylate (480 mg, 1.1 mmol) in 1,4-dioxane (3 mL). The reaction was stirred for 3 hours resulting in a white precipitate. The reaction solution was diluted with diethyl ether (10 mL) and the precipitate was collected by filtration. The filtrate was further washed with diethyl ether (10 mL), collected and ...